Dataset: the Open Reaction Database (ORD), a public repository of structured organic reaction records. Task: describe an organic reaction: reactants, conditions, products, and yield The reactants are CC(=O)O, CC(=O)O[BH-](OC(C)=O)OC(C)=O, C1COCCN1, ClCCl, [Na+], O=Cc1ccc(-c2ccc3nnc(Cc4ccc5c(c4)CCO5)n3n2)o1. The product is c1cc2c(cc1Cc1nnc3ccc(-c4ccc(CN5CCOCC5)o4)nn13)CCO2. Reaction SMILES: [C:33]([OH:34])(=[O:35])[CH3:36].[C:37]([O:38][BH-:39]([O:40][C:41](=[O:42])[CH3:43])[O:44][C:45](=[O:46])[CH3:47])(=[O:48])[CH3:49].[CH2:27]1[CH2:28][O:29][CH2:30][CH2:31][NH:32]1.[Cl:51][CH2:52][Cl:53].[Na+:50].[O:1]1[CH2:2][CH2:3][c:4]2[c:5]1[cH:6][cH:7][c:8]([CH2:10][c:11]1[n:12][n:13][c:14]3[n:15]1[n:16][c:17](-[c:20]1[cH:21][cH:22][c:23]([CH:25]=[O:26])[o:24]1)[cH:18][cH:19]3)[cH:9]2>>[O:1]1[CH2:2][CH2:3][c:4]2[c:5]1[cH:6][cH:7][c:8]([CH2:10][c:11]1[n:12][n:13][c:14]3[n:15]1[n:16][c:17](-[c:20]1[cH:21][cH:22][c:23]([CH2:25][N:32]4[CH2:27][CH2:28][O:29][CH2:30][CH2:31]4)[o:24]1)[cH:18][cH:19]3)[cH:9]2. Reactants: O=[N+]([O-])c1c(F)cc(F)c(F)c1F, N, C1COCCO1, O. Yields the product Nc1c(F)c(F)cc(F)c1[N+](=O)[O-]. Reaction SMILES: [F:1][c:2]1[c:3]([N+:11](=[O:12])[O-:13])[c:4]([F:10])[cH:5][c:6]([F:9])[c:7]1[F:8].[NH3:14].[O:15]1[CH2:16][CH2:17][O:18][CH2:19][CH2:20]1.[OH2:21]>>[c:2]1([NH2:14])[c:3]([N+:11](=[O:12])[O-:13])[c:4]([F:10])[cH:5][c:6]([F:9])[c:7]1[F:8].